This data is from the Open Reaction Database (ORD), a public repository of structured organic reaction records. The task is: describe an organic reaction: reactants, conditions, products, and yield Yields the product C(C)(C)(C)OC(=O)N1CC2=CC(=CC=C2CC1)CCN1N=CC(=CC1=O)OCC1=NC=C(C=C1)Br (7-{2-[4-(5-Bromo-pyridin-2-ylmethoxy)-6-oxo-6H-pyridazin-1-yl]-ethyl}-3,4-dihydro-1H-isoquinoline-2-carboxylic acid tert-butyl ester). As a reaction SMILES: C(OC1C=CN(CC(C2C=CC(CO)=CC=2)=O)C(=O)C=1)C1C=CC=CC=1.[Br:27][C:28]1[CH:29]=[CH:30][C:31]([CH2:34][O:35][C:36]2[CH:41]=[N:40][NH:39][C:38](=[O:42])[CH:37]=2)=[N:32][CH:33]=1.[C:43]([O:47][C:48]([N:50]1[CH2:59][CH2:58][C:57]2[C:52](=[CH:53][C:54]([CH2:60][CH2:61]OS(C3C=CC(C)=CC=3)(=O)=O)=[CH:55][CH:56]=2)[CH2:51]1)=[O:49])([CH3:46])([CH3:45])[CH3:44]>>[C:43]([O:47][C:48]([N:50]1[CH2:59][CH2:58][C:57]2[C:52](=[CH:53][C:54]([CH2:60][CH2:61][N:39]3[C:38](=[O:42])[CH:37]=[C:36]([O:35][CH2:34][C:31]4[CH:30]=[CH:29][C:28]([Br:27])=[CH:33][N:32]=4)[CH:41]=[N:40]3)=[CH:55][CH:56]=2)[CH2:51]1)=[O:49])([CH3:46])([CH3:45])[CH3:44]. Procedure details: 7-{2-[4-(5-Bromo-pyridin-2-ylmethoxy)-6-oxo-6H-pyridazin-1-yl]-ethyl}-3,4-dihydro-1H-isoquinoline-2-carboxylic acid tert-butyl ester is prepared following preparation 15b from 1.13 g (4.00 mmol) 5-(5-bromo-pyridin-2-ylmethoxy)-2H-pyridazin-3-one (preparation 25b) and 1.73 g (4.00 mmol) 7-[2-(toluene-4-sulfonyloxy)-ethyl]-3,4-dihydro-1H-isoquinoline-2-carboxylic acid tert-butyl ester (preparation 7). Reactants: C(C1=CC=CC=C1)OC1=CC(N(C=C1)CC(=O)C1=CC=C(C=C1)CO)=O (4-Benzyloxy-1-[2-(4-hydroxymethyl-phenyl)-2-oxo-ethyl]-1H-pyridin-2-one), BrC=1C=CC(=NC1)COC1=CC(NN=C1)=O (5-(5-Bromo-pyridin-2-ylmethoxy)-2H-pyridazin-3-one), C(C)(C)(C)OC(=O)N1CC2=CC(=CC=C2CC1)CCOS(=O)(=O)C1=CC=C(C=C1)C (7-[2-(toluene-4-sulfonyloxy)-ethyl]-3,4-dihydro-1H-isoquinoline-2-carboxylic acid tert-butyl ester). The reactants are C1(CC1)N1C=C(C(C2=CC(=C(C(=C12)F)N1CC(OCC1)CN(C)C(=O)OCC)F)=O)C(=O)OCC (ethyl 1-cyclopropyl-6,8-difluoro-7-[2-(N-ethoxycarbonyl-N-methylaminomethyl)morpholino]-1,4-dihydro-4-oxoquinoline-3-carboxylate). Run in Cl (hydrochloric acid). Yields the product C1(CC1)N1C=CC(C2=CC(=C(C(=C12)F)N1CC(OCC1)CNC)F)=O (1-cyclopropyl-6,8-difluoro-7-[2-(methylaminomethyl)morpholino]-1,4-dihydro-4-oxoquinoline). Isolated yield 90.4%. RXN SMILES: [CH:1]1([N:4]2[C:13]3[C:8](=[CH:9][C:10]([F:29])=[C:11]([N:15]4[CH2:20][CH2:19][O:18][CH:17]([CH2:21][N:22](C(OCC)=O)[CH3:23])[CH2:16]4)[C:12]=3[F:14])[C:7](=[O:30])[C:6](C(OCC)=O)=[CH:5]2)[CH2:3][CH2:2]1>Cl>[CH:1]1([N:4]2[C:13]3[C:8](=[CH:9][C:10]([F:29])=[C:11]([N:15]4[CH2:20][CH2:19][O:18][CH:17]([CH2:21][NH:22][CH3:23])[CH2:16]4)[C:12]=3[F:14])[C:7](=[O:30])[CH:6]=[CH:5]2)[CH2:2][CH2:3]1. Procedure details: A suspension of 2.5 g of ethyl 1-cyclopropyl-6,8-difluoro-7-[2-(N-ethoxycarbonyl-N-methylaminomethyl)morpholino]-1,4-dihydro-4-oxoquinoline-3-carboxylate in 20 ml of 10% aqueous hydrochloric acid is refluxed for 12 hours. The reaction mixture is concentrated under reduced pressure, and to the obtained crystals is added ethanol. The crystals are collected by filtration with suction, washed with ethanol and then dried to give 1.6 g of 1-cyclopropyl-6,8-difluoro-7-[2-(methylaminomethyl)morpholino]-... Reactants: CC(C)c1c(C(=O)NCc2ccc(F)c(F)c2)c2ccc(C(=O)O)cc2n1Cc1ccccc1, ClCCCl, C#CCN, CN(C)c1ccncc1, ClCCl. The product is C#CCNC(=O)c1ccc2c(C(=O)NCc3ccc(F)c(F)c3)c(C(C)C)n(Cc3ccccc3)c2c1. As a reaction SMILES: [CH2:1]([c:2]1[cH:3][cH:4][cH:5][cH:6][cH:7]1)[n:8]1[c:9]([CH:32]([CH3:33])[CH3:34])[c:10]([C:20]([NH:21][CH2:22][c:23]2[cH:24][c:25]([F:30])[c:26]([F:29])[cH:27][cH:28]2)=[O:31])[c:11]2[cH:12][cH:13][c:14]([C:17](=[O:18])[OH:19])[cH:15][c:16]12.[CH2:35]([Cl:36])[CH2:37][Cl:38].[CH2:39]([C:40]#[CH:41])[NH2:42].[CH3:46][N:47]([c:48]1[cH:49][cH:50][n:51][cH:52][cH:53]1)[CH3:54].[Cl:43][CH2:44][Cl:45]>>[CH2:1]([c:2]1[cH:3][cH:4][cH:5][cH:6][cH:7]1)[n:8]1[c:9]([CH:32]([CH3:33])[CH3:34])[c:10]([C:20]([NH:21][CH2:22][c:23]2[cH:24][c:25]([F:30])[c:26]([F:29])[cH:27][cH:28]2)=[O:31])[c:11]2[cH:12][cH:13][c:14]([C:17](=[O:18])[NH:42][CH2:39][C:40]#[CH:41])[cH:15][c:16]12.